From a dataset of the Open Reaction Database (ORD), a public repository of structured organic reaction records. describe an organic reaction: reactants, conditions, products, and yield Reactants: [BH3-]C#N, CC1(c2cccc(Cl)c2)C=CC=C(C=CC#N)C1, CC(CCN)c1cccc(Cl)c1, COc1cccc(C(C)=O)c1, CC(C)[O-], CC(C)[O-], CC(C)[O-], CC(C)[O-], CC(=O)O, [H][H], [Na+], [OH-], [OH-], [Pd+2], [Ti+4]. Yields the product COc1cccc(C(C)NCCC(C)c2cccc(Cl)c2)c1. Reaction SMILES: [C:44]([BH3-:45])#[N:46].[CH3:1][C:2]1([c:3]2[cH:4][cH:5][cH:6][c:7]([Cl:8])[cH:9]2)[CH:10]=[CH:11][CH:12]=[C:13]([CH:14]=[CH:15][C:16]#[N:17])[CH2:18]1.[CH3:21][CH:22]([CH2:23][CH2:24][NH2:25])[c:26]1[cH:27][c:28]([Cl:32])[cH:29][cH:30][cH:31]1.[CH3:33][O:34][c:35]1[cH:36][c:37]([C:41]([CH3:42])=[O:43])[cH:38][cH:39][cH:40]1.[CH3:51][CH:52]([CH3:53])[O-:54].[CH3:56][CH:57]([CH3:58])[O-:59].[CH3:60][CH:61]([CH3:62])[O-:63].[CH3:64][CH:65]([CH3:66])[O-:67].[CH3:68][C:69](=[O:70])[OH:71].[H:19][H:20].[Na+:47].[OH-:48].[OH-:50].[Pd+2:49].[Ti+4:55]>>[CH3:21][CH:22]([CH2:23][CH2:24][NH:25][CH:41]([c:37]1[cH:36][c:35]([O:34][CH3:33])[cH:40][cH:39][cH:38]1)[CH3:42])[c:26]1[cH:27][c:28]([Cl:32])[cH:29][cH:30][cH:31]1. The reactants are OC1=CC=CC2=C1N=C(S2)C2=CC=C(C(=O)OC)C=C2 (methyl 4-(4-hydroxybenzothiazol-2-yl)benzoate), C(C)(=O)OC(C)=O (acetic anhydride). Yields the product C(C)(=O)OC1=CC=CC2=C1N=C(S2)C2=CC=C(C(=O)OC)C=C2 (methyl 4-(4-acetoxybenzothiazol-2-yl)benzoate). Reaction SMILES: [OH:1][C:2]1[C:7]2[N:8]=[C:9]([C:11]3[CH:20]=[CH:19][C:14]([C:15]([O:17][CH3:18])=[O:16])=[CH:13][CH:12]=3)[S:10][C:6]=2[CH:5]=[CH:4][CH:3]=1.[C:21](OC(=O)C)(=[O:23])[CH3:22]>>[C:21]([O:1][C:2]1[C:7]2[N:8]=[C:9]([C:11]3[CH:20]=[CH:19][C:14]([C:15]([O:17][CH3:18])=[O:16])=[CH:13][CH:12]=3)[S:10][C:6]=2[CH:5]=[CH:4][CH:3]=1)(=[O:23])[CH3:22]. Procedure details: The methyl 4-(4-hydroxybenzothiazol-2-yl)benzoate (2.5 g) obtained in Example 4 was added to 30 ml of acetic anhydride, and the mixture was refluxed for 2 hours. After the reaction, the reaction mixture was dried under reduced pressure. The residue was washed with a small amount of cyclohexane, and recrystallized from cyclohexane and ethyl acetate to give 2.3 g of methyl 4-(4-acetoxybenzothiazol-2-yl)benzoate. Reactants: COc1cccc(C(=O)Cl)c1, CN1CCC(C(=O)c2cccc(N)c2)CC1. Product: COc1cccc(C(=O)Nc2cccc(C(=O)C3CCN(C)CC3)c2)c1. As a reaction SMILES: [CH3:17][O:18][c:19]1[cH:20][c:21]([C:22](=[O:23])[Cl:24])[cH:25][cH:26][cH:27]1.[NH2:1][c:2]1[cH:3][c:4]([C:5](=[O:6])[CH:7]2[CH2:8][CH2:9][N:10]([CH3:13])[CH2:11][CH2:12]2)[cH:14][cH:15][cH:16]1>>[NH:1]([c:2]1[cH:3][c:4]([C:5](=[O:6])[CH:7]2[CH2:8][CH2:9][N:10]([CH3:13])[CH2:11][CH2:12]2)[cH:14][cH:15][cH:16]1)[C:22]([c:21]1[cH:20][c:19]([O:18][CH3:17])[cH:27][cH:26][cH:25]1)=[O:23]. Starting materials: COC(=O)c1ccc(C(=O)NN)s1, CC(=O)c1nn(C)c(-c2ccc(C(F)(F)F)cc2)c1O. Yields the product COC(=O)c1ccc(C(=O)NN=C(C)c2nn(C)c(-c3ccc(C(F)(F)F)cc3)c2O)s1. RXN SMILES: [NH:21]([NH2:22])[C:23](=[O:24])[c:25]1[cH:26][cH:27][c:28]([C:30](=[O:31])[O:32][CH3:33])[s:29]1.[OH:1][c:2]1[c:3]([C:18]([CH3:19])=[O:20])[n:4][n:5]([CH3:17])[c:6]1-[c:7]1[cH:8][cH:9][c:10]([C:13]([F:14])([F:15])[F:16])[cH:11][cH:12]1>>[OH:1][c:2]1[c:3]([C:18]([CH3:19])=[N:22][NH:21][C:23](=[O:24])[c:25]2[cH:26][cH:27][c:28]([C:30](=[O:31])[O:32][CH3:33])[s:29]2)[n:4][n:5]([CH3:17])[c:6]1-[c:7]1[cH:8][cH:9][c:10]([C:13]([F:14])([F:15])[F:16])[cH:11][cH:12]1. Reactants: [Br-], O=C([O-])[O-], CCCC[N+](CCCC)(CCCC)CCCC, CC(C)=O, ClCCl, COc1ccc2cncc(CCl)c2c1, Cl, [K+], [K+], N#C[K]. Product: COc1ccc2cncc(CC#N)c2c1, Cl. Reaction SMILES: [Br-:28].[C:19](=[O:20])([O-:21])[O-:22].[CH3:29][CH2:30][CH2:31][CH2:32][N+:33]([CH2:34][CH2:35][CH2:36][CH3:37])([CH2:38][CH2:39][CH2:40][CH3:41])[CH2:42][CH2:43][CH2:44][CH3:45].[CH3:46][C:47](=[O:48])[CH3:49].[Cl:25][CH2:26][Cl:27].[Cl:2][CH2:3][c:4]1[cH:5][n:6][cH:7][c:8]2[cH:9][cH:10][c:11]([O:14][CH3:15])[cH:12][c:13]12.[ClH:1].[K+:23].[K+:24].[K:16][C:17]#[N:18]>>[CH2:3]([c:4]1[cH:5][n:6][cH:7][c:8]2[cH:9][cH:10][c:11]([O:14][CH3:15])[cH:12][c:13]12)[C:17]#[N:18].[ClH:2]. The reactants are Cc1c(S(C)=O)oc2ccccc2c1=O, CC#N, NCc1ccc(CCCCO)cc1, CN(C)C=O. Product: Cc1c(NCc2ccc(CCCCO)cc2)oc2ccccc2c1=O. Reaction SMILES: [CH3:1][S:2](=[O:3])[c:4]1[o:5][c:6]2[cH:7][cH:8][cH:9][cH:10][c:11]2[c:12](=[O:15])[c:13]1[CH3:14].[CH3:34][C:35]#[N:36].[NH2:16][CH2:17][c:18]1[cH:19][cH:20][c:21]([CH2:24][CH2:25][CH2:26][CH2:27][OH:28])[cH:22][cH:23]1.[O:29]=[CH:30][N:31]([CH3:32])[CH3:33]>>[c:4]1([NH:16][CH2:17][c:18]2[cH:19][cH:20][c:21]([CH2:24][CH2:25][CH2:26][CH2:27][OH:28])[cH:22][cH:23]2)[o:5][c:6]2[cH:7][cH:8][cH:9][cH:10][c:11]2[c:12](=[O:15])[c:13]1[CH3:14].